Task: describe an organic reaction: reactants, conditions, products, and yield. Dataset: the Open Reaction Database (ORD), a public repository of structured organic reaction records Reactants: COC1=CC=C(C=N1)CN1C=CC2=CC=C(C=C12)C(=O)O (1-((6-Methoxypyridin-3-yl)methyl)-1H-indole-6-carboxylic acid), NO (NH2OH). The product is ONC(=O)C1=CC=C2C=CN(C2=C1)CC=1C=NC(=CC1)OC (N-hydroxy-1-((6-methoxypyridin-3-yl)methyl)-1H-indole-6-carboxamide). Reaction SMILES: [CH3:1][O:2][C:3]1[N:8]=[CH:7][C:6]([CH2:9][N:10]2[C:18]3[C:13](=[CH:14][CH:15]=[C:16]([C:19]([OH:21])=O)[CH:17]=3)[CH:12]=[CH:11]2)=[CH:5][CH:4]=1.[NH2:22][OH:23]>>[OH:23][NH:22][C:19]([C:16]1[CH:17]=[C:18]2[C:13]([CH:12]=[CH:11][N:10]2[CH2:9][C:6]2[CH:7]=[N:8][C:3]([O:2][CH3:1])=[CH:4][CH:5]=2)=[CH:14][CH:15]=1)=[O:21]. Procedure: 1-((6-Methoxypyridin-3-yl)methyl)-1H-indole-6-carboxylic acid was activated and coupled with NH2OH as described in Example 4, Step 3 to provide N-hydroxy-1-((6-methoxypyridin-3-yl)methyl)-1H-indole-6-carboxamide as a tan solid.